Dataset: the Open Reaction Database (ORD), a public repository of structured organic reaction records. Task: describe an organic reaction: reactants, conditions, products, and yield Reactants: NC(=O)NCC1=CC=C(C=C1)CNC([C@H](NC(CC1=CC=C(C=C1)O)=O)CCCNC(=N[N+](=O)[O-])N)=O ((R)-N-[[4-(aminocarbonylaminomethyl)phenyl]methyl]-N5 -[amino(nitroimino)methyl]-N2 -[(4-hydroxyphenyl)acetyl]-ornithinamide), C(C)(=O)O (acetic acid). The reagents and catalysts are [Pd] (palladium black). Product: NC(=O)NCC1=CC=C(C=C1)CNC([C@H](NC(CC1=CC=C(C=C1)O)=O)CCCNC(N)=N)=O.C(C)(=O)[O-] ((R)-N-[[4-(Aminocarbonylaminomethyl)phenyl]methyl]-N2 -[(4-hydroxyphenyl)acetyl]-argininamide acetate). Yield: 85.0%. Reaction SMILES: [NH2:1][C:2]([NH:4][CH2:5][C:6]1[CH:11]=[CH:10][C:9]([CH2:12][NH:13][C:14](=[O:37])[C@@H:15]([CH2:27][CH2:28][CH2:29][NH:30][C:31]([NH2:36])=[N:32][N+]([O-])=O)[NH:16][C:17](=[O:26])[CH2:18][C:19]2[CH:24]=[CH:23][C:22]([OH:25])=[CH:21][CH:20]=2)=[CH:8][CH:7]=1)=[O:3].[C:38]([OH:41])(=[O:40])[CH3:39]>[Pd]>[NH2:1][C:2]([NH:4][CH2:5][C:6]1[CH:11]=[CH:10][C:9]([CH2:12][NH:13][C:14](=[O:37])[C@@H:15]([CH2:27][CH2:28][CH2:29][NH:30][C:31](=[NH:32])[NH2:36])[NH:16][C:17](=[O:26])[CH2:18][C:19]2[CH:24]=[CH:23][C:22]([OH:25])=[CH:21][CH:20]=2)=[CH:8][CH:7]=1)=[O:3].[C:38]([O-:41])(=[O:40])[CH3:39] |f:3.4|. Reported procedure: Prepared analogously to Example 4c) from (R)-N-[[4-(aminocarbonylaminomethyl)phenyl]methyl]-N5 -[amino(nitroimino)methyl]-N2 -[(4-hydroxyphenyl)acetyl]-ornithinamide by catalytic hydrogenation in the presence of palladium black and 80% aqueous acetic acid in a yield of 85% of theory. Starting materials: COC1=CC=C(CN(C(OC(C)(C)C)=O)C=2N=CSC2)C=C1 (tert-butyl 4-methoxybenzyl(thiazol-4-yl)carbamate), [Al](C)(C)Cl (Me2AlCl). The solvent is C1CCOC1 (THF). Conditions: time 5 hour. Product: COC1=CC=C(CNC=2N=CSC2)C=C1 (N-(4-methoxybenzyl)thiazol-4-amine). Isolated yield 71.3%. As a reaction SMILES: [CH3:1][O:2][C:3]1[CH:22]=[CH:21][C:6]([CH2:7][N:8]([C:16]2[N:17]=[CH:18][S:19][CH:20]=2)C(=O)OC(C)(C)C)=[CH:5][CH:4]=1.[Al](Cl)(C)C>C1COCC1>[CH3:1][O:2][C:3]1[CH:4]=[CH:5][C:6]([CH2:7][NH:8][C:16]2[N:17]=[CH:18][S:19][CH:20]=2)=[CH:21][CH:22]=1. Reported procedure: To a solution of tert-butyl 4-methoxybenzyl(thiazol-4-yl)carbamate (20.0 g, 62.4 mmol) in THF (100 mL) was added Me2AlCl (1M in THF, Aldrich) (93.6 mL, 93.6 mmol) at 0° C. The reaction was allowed to stir at room temperature for 5 h. The reaction mixture was poured into ice-cold water and extracted with ethyl acetate (2×500 mL). The combined organic layer was dried over sodium sulfate, filtered and concentrated under reduced pressure to obtain the crude material which was further purified by col... Isolated yield 84.4%. Solvent: C(C)O (ethanol). Yields the product ClC1=C(C(=CC=C1)Cl)C=1C(=NC2=CC=NC=C2C1)N (3-[2,6-Dichlorophenyl]-1,6-naphthyridin-2-amine). Reactants: NC1=CC=NC=C1C=O (4-Aminonicotinaldehyde), ClC1=C(C(=CC=C1)Cl)CC#N (2,6-dichlorophenylacetonitrile), [OH-].[Na+] (NaOH). Run at temperature 65 celsius. Reported procedure: 4-Aminonicotinaldehyde (100 mg, 0.78 millimole (hereinafter “mmol”)), 2,6-dichlorophenylacetonitrile (217 mg, 1.2 mmol), 10% aqueous NaOH (0.101 mL, 0.25 mmol) and 700 uL of absolute ethanol are combined and heated at 65° C. for 24 hours (hereinafter “h”). The reaction mixture is cooled to ambient temperature and the solvents are evaporated under reduced pressure. The residue is diluted with 700 uL of DMSO filtered and purified with preparative reverse phase chromatography to afford the title co... RXN SMILES: [NH2:1][C:2]1[C:7]([CH:8]=O)=[CH:6][N:5]=[CH:4][CH:3]=1.[Cl:10][C:11]1[CH:16]=[CH:15][CH:14]=[C:13]([Cl:17])[C:12]=1[CH2:18][C:19]#[N:20].[OH-].[Na+]>C(O)C>[Cl:10][C:11]1[CH:16]=[CH:15][CH:14]=[C:13]([Cl:17])[C:12]=1[C:18]1[C:19]([NH2:20])=[N:1][C:2]2[C:7]([CH:8]=1)=[CH:6][N:5]=[CH:4][CH:3]=2 |f:2.3|. Starting materials: CC(=O)O[BH-](OC(C)=O)OC(C)=O, CCNCc1cc(C(=O)OCC)ccc1-c1ccccc1, CC(=O)O, [Na+], O=C1CCOCC1. Yields the product CCOC(=O)c1ccc(-c2ccccc2)c(CN(CC)C2CCOCC2)c1. RXN SMILES: [C:29]([O:30][BH-:31]([O:32][C:33](=[O:34])[CH3:35])[O:36][C:37](=[O:38])[CH3:39])(=[O:40])[CH3:41].[CH2:1]([CH3:2])[NH:3][CH2:4][c:5]1[c:6](-[c:16]2[cH:17][cH:18][cH:19][cH:20][cH:21]2)[cH:7][cH:8][c:9]([C:11](=[O:12])[O:13][CH2:14][CH3:15])[cH:10]1.[CH3:43][C:44](=[O:45])[OH:46].[Na+:42].[O:22]1[CH2:23][CH2:24][C:25](=[O:28])[CH2:26][CH2:27]1>>[CH2:1]([CH3:2])[N:3]([CH2:4][c:5]1[c:6](-[c:16]2[cH:17][cH:18][cH:19][cH:20][cH:21]2)[cH:7][cH:8][c:9]([C:11](=[O:12])[O:13][CH2:14][CH3:15])[cH:10]1)[CH:25]1[CH2:24][CH2:23][O:22][CH2:27][CH2:26]1. The reactants are CO, C[O-], CO, Cl, CS(=O)(=O)c1ccc(N2CCc3c2[nH]c(N)nc3=O)c(F)c1, N=C(N)N, [Na+]. Product: CS(=O)(=O)c1ccc(N)c(F)c1. As a reaction SMILES: [CH3:33][OH:34].[CH3:6][O-:7].[CH3:9][OH:10].[ClH:1].[NH2:11][c:12]1[nH:13][c:14]2[c:17]([c:19](=[O:20])[n:32]1)[CH2:16][CH2:15][N:18]2[c:21]1[c:22]([F:31])[cH:23][c:24]([S:27](=[O:28])(=[O:29])[CH3:30])[cH:25][cH:26]1.[NH2:2][C:3]([NH2:4])=[NH:5].[Na+:8]>>[NH2:18][c:21]1[c:22]([F:31])[cH:23][c:24]([S:27](=[O:28])(=[O:29])[CH3:30])[cH:25][cH:26]1.